The task is: describe an organic reaction: reactants, conditions, products, and yield. This data is from the Open Reaction Database (ORD), a public repository of structured organic reaction records. The reactants are CCBr, CN(C)P(=O)(N(C)C)N(C)C, CCOC(C)=O, O, C[Si](C)(C)Sc1ccccc1. Yields the product CCSc1ccccc1. As a reaction SMILES: [CH2:23]([CH3:24])[Br:25].[CH3:12][N:13]([CH3:14])[P:15](=[O:16])([N:17]([CH3:18])[CH3:19])[N:20]([CH3:21])[CH3:22].[CH3:26][CH2:27][O:28][C:29](=[O:30])[CH3:31].[OH2:32].[c:1]1([S:7][Si:8]([CH3:9])([CH3:10])[CH3:11])[cH:2][cH:3][cH:4][cH:5][cH:6]1>>[c:1]1([S:7][CH2:23][CH3:24])[cH:2][cH:3][cH:4][cH:5][cH:6]1. Starting materials: C[O-], CC(=O)[O-], CO, CC(=O)O, Cl, N#Cc1cccc([N+](=O)[O-])c1, NO, [Na+], [Na+], O. The product is NC(=NO)c1cccc([N+](=O)[O-])c1. RXN SMILES: [CH3:12][O-:13].[CH3:16][C:17](=[O:18])[O-:19].[CH3:23][OH:24].[CH3:26][C:27](=[O:28])[OH:29].[ClH:20].[N+:1](=[O:2])([O-:3])[c:4]1[cH:5][c:6]([C:7]#[N:8])[cH:9][cH:10][cH:11]1.[NH2:21][OH:22].[Na+:14].[Na+:15].[OH2:25]>>[N+:1](=[O:2])([O-:3])[c:4]1[cH:5][c:6]([C:7]([NH2:8])=[N:21][OH:22])[cH:9][cH:10][cH:11]1. Starting materials: title compound ( 68 ), N1CC(CC1)CC1=CC=2C(=NC=CC2)N1 (2-Pyrrolidin-3-ylmethyl-1H-pyrrolo[2,3-b]pyridine), CCOCC (ether), compound 67, C(C)(C)(C)OC(=O)N1CC(CCC1)C1=CNC2=NC=CC=C21 (3-(1H-Pyrrolo[2,3-b]pyridin-3-yl)-piperidine-1-carboxylic acid tert-butyl ester), CN1CC(CCC1)C1=CC=2C(=NC=CC2)N1 (2-(1-Methyl-piperidin-3-yl)-1H-Pyrrolo[2,3-b]pyridine). Run in CO.C(C)N(CC)CC (MeOH triethylamine). Product: CN1CC(CC1)CC1=CC=2C(=NC=CC2)N1 (2-(1-Methyl-pyrrolidin-3-ylmethyl)-1H-pyrrolo[2,3-b]pyridine). RXN SMILES: N1CCC(CC2NC3=NC=CC=C3C=2)C1.C(OC(N1CCCC(C2C3C(=NC=CC=3)NC=2)C1)=O)(C)(C)C.CCOCC.[CH3:43][N:44]1[CH2:49][CH2:48][CH2:47][CH:46]([C:50]2[NH:58][C:53]3=[N:54][CH:55]=[CH:56][CH:57]=[C:52]3[CH:51]=2)[CH2:45]1>CO.C(N(CC)CC)C>[CH3:43][N:44]1[CH2:49][CH2:48][CH:47]([CH2:46][C:50]2[NH:58][C:53]3=[N:54][CH:55]=[CH:56][CH:57]=[C:52]3[CH:51]=2)[CH2:45]1 |f:4.5|. Reported procedure: Compound 66 (0.3 g, 1.49 mmol) was converted to compound 67, using the methodology described for compound 9. Yield 0.362 g (80.7%). (TLC ether Rf 0.11), which was used as such to generate the title compound (68) using the methodology as described for compound 28. (Yield 0.17 g, 65%), mp 96-97° C. 1H-NMR (400 MHz, CDCl3): δ N1—H invisible, 8.16 (dd, J=5 Hz, 2 Hz, 1H), 7.77 (dd, J=8 Hz, 2 Hz, 1H), 6.98 (dd, J=8 Hz, 5 Hz, 1H), 6.16 (bs, 1H), 2.92-2.84 (m, 2H), 2.76-2.64 (m, 2H), 2.62-2.50 (m, 2H), ... The reactants are C(=O)(O)[O-].[Na+] (NaHCO3), IC=1C=C(C[C@H](N)C(=O)O)C=CC1O (3-iodo-L-tyrosine), OS(=O)(=O)O (H2SO4), liquid, CC(C)=C (isobutylene). Solvent: O (water), O1CCOCC1 (1,4-dioxane). Yields the product IC=1C=C(C[C@H](N)C(=O)OC(C)(C)C)C=CC1O (tert-butyl 3-iodo-L-tyrosinate). Isolated yield 58.0%. As a reaction SMILES: [I:1][C:2]1[CH:3]=[C:4]([CH:11]=[CH:12][C:13]=1[OH:14])[CH2:5][C@@H:6]([C:8]([OH:10])=[O:9])[NH2:7].OS(O)(=O)=O.[CH3:20][C:21](=[CH2:23])[CH3:22].C([O-])(O)=O.[Na+]>O1CCOCC1.O>[I:1][C:2]1[CH:3]=[C:4]([CH:11]=[CH:12][C:13]=1[OH:14])[CH2:5][C@@H:6]([C:8]([O:10][C:21]([CH3:23])([CH3:22])[CH3:20])=[O:9])[NH2:7] |f:3.4|. Reported procedure: A mixture of 5.0 g of 3-iodo-L-tyrosine (Aldrich) and 2.5 mL of conc. H2SO4 in 85 mL of 1,4-dioxane was added to 30 mL of liquid isobutylene (condensed at -78° C.) in a 300 mL pressure bottle. The vessel was stoppered and the contents stirred at RT. After 3 days the bottle was cooled in an ice water bath, opened and the solution poured into a mixture of 10 g of NaHCO3 in 150 mL of water. The resulting mixture was subjected to rotary evaporation to remove isobutylene and dioxane. A white solid re...